describe an organic reaction: reactants, conditions, products, and yield From a dataset of the Open Reaction Database (ORD), a public repository of structured organic reaction records. The reactants are S(=O)(=O)(Cl)Cl (sulfuryl chloride), C(C1=CC=CC=C1)SC=1C=C2C(=CN=C(C2=CC1)Cl)O (6-(benzylthio)-1-chloroisoquinolin-4-ol), C(Cl)Cl (DCM), C(C)(=O)O (acetic acid). Run in O (water). Conditions: time 30 minute. The product is ClC1=NC=C(C2=CC(=CC=C12)S(=O)(=O)Cl)O (1-chloro-4-hydroxyisoquinoline-6-sulfonyl chloride). As a reaction SMILES: C(S[C:9]1[CH:10]=[C:11]2[C:16](=[CH:17][CH:18]=1)[C:15]([Cl:19])=[N:14][CH:13]=[C:12]2[OH:20])C1C=CC=CC=1.C(Cl)Cl.C(O)(=O)C.[S:28]([Cl:32])(Cl)(=[O:30])=[O:29]>O>[Cl:19][C:15]1[C:16]2[C:11](=[CH:10][C:9]([S:28]([Cl:32])(=[O:30])=[O:29])=[CH:18][CH:17]=2)[C:12]([OH:20])=[CH:13][N:14]=1. Reported procedure: A round-bottom flask was charged with 6-(benzylthio)-1-chloroisoquinolin-4-ol (0.280 g, 0.928 mmol), DCM (8.84 ml), acetic acid (0.221 ml), and water (0.221 ml) to give a thin suspension. The flask was cooled in an ice-bath for 10 min, then sulfuryl chloride (0.226 ml, 2.78 mmol) was added in one portion, leading to a solution. The reaction was stirred for 30 minutes, then warmed to room temperature and stirred for one hour. The reaction was concentrated and purified via column chromatography (4... The reactants are BrC1=C(C=C(C(=O)O)C=C1O)O (4-bromo-3,5-dihydroxybenzoic acid), Cl.CO (hydrochloric acid methanol). Product: BrC1=C(C=C(C(=O)OC)C=C1O)O (Methyl 4-bromo-3,5-dihydroxybenzoate). As a reaction SMILES: [Br:1][C:2]1[C:10]([OH:11])=[CH:9][C:5]([C:6]([OH:8])=[O:7])=[CH:4][C:3]=1[OH:12].Cl.[CH3:14]O>>[Br:1][C:2]1[C:10]([OH:11])=[CH:9][C:5]([C:6]([O:8][CH3:14])=[O:7])=[CH:4][C:3]=1[OH:12] |f:1.2|. Reported procedure: In a 2.0-liter egg plant-type flask, a hydrochloric acid/methanol solution (500 mL) of 4-bromo-3,5-dihydroxybenzoic acid (50 g, 0.21 mol) was stirred with heating under reflux for 6 hours. Methanol was removed under reduced pressure to obtain a crude crystal. This was washed with hexane and chloroform to obtain the title compound as a colorless solid.